From a dataset of the Open Reaction Database (ORD), a public repository of structured organic reaction records. describe an organic reaction: reactants, conditions, products, and yield Starting materials: C(C)(C)(C)OC(=O)NCC1CNC1 (3-(N-tert-butyloxycarbonylaminomethyl) azetidine), C(C1=CC=CC=C1)OC(=O)NC(OC)=N (N-benzyloxycarbonyl-O-methylisourea). Solvent: C1(=CC=CC=C1)C (toluene). Reaction conditions: temperature 70 celsius, time 72 hour. The product is C(C)(C)(C)OC(=O)NCC1CN(C1)C(NC(=O)OCC1=CC=CC=C1)=N (3-(N-tert-butyloxycarbonylaminomethyl)-1-(N-benzyloxycarbonylamidino) azetidine). The yield is 38.5%. As a reaction SMILES: [C:1]([O:5][C:6]([NH:8][CH2:9][CH:10]1[CH2:13][NH:12][CH2:11]1)=[O:7])([CH3:4])([CH3:3])[CH3:2].[CH2:14]([O:21][C:22]([NH:24][C:25](=[NH:28])OC)=[O:23])[C:15]1[CH:20]=[CH:19][CH:18]=[CH:17][CH:16]=1>C1(C)C=CC=CC=1>[C:1]([O:5][C:6]([NH:8][CH2:9][CH:10]1[CH2:11][N:12]([C:25](=[NH:28])[NH:24][C:22]([O:21][CH2:14][C:15]2[CH:16]=[CH:17][CH:18]=[CH:19][CH:20]=2)=[O:23])[CH2:13]1)=[O:7])([CH3:4])([CH3:2])[CH3:3]. Procedure details: 0.9 g (4.8 mmol) of 3-(N-tert-butyloxycarbonylaminomethyl) azetidine and 1.3 g (6.3 mmol) of N-benzyloxycarbonyl-O-methylisourea was mixed in 6.5 mL toluene and heated to 70° C. for 72 h and then left at room temperature for another 72 h. Evaporation followed by flash chromatography using EtOAc followed by MeOH (saturated with NH3 (g))/CH2 Cl2, 1/9, as eluent gave 0.67 g (38%) of the title compound as a white powder.